This data is from the Open Reaction Database (ORD), a public repository of structured organic reaction records. The task is: describe an organic reaction: reactants, conditions, products, and yield Starting materials: c1ccc(Cc2ccc3c(c2)CCC2NCCCC32)cc1, c1cc2c(cc1CC1CCCCC1)CCC1NCCCC21, O=C(O)c1ccc2[nH]cnc2c1. Yields the product O=C(c1ccc2[nH]cnc2c1)N1CCCC2c3ccc(Cc4ccccc4)cc3CCC21. RXN SMILES: [CH2:13]([c:14]1[cH:15][cH:16][cH:17][cH:18][cH:19]1)[c:20]1[cH:21][c:22]2[c:23]([cH:32][cH:33]1)[CH:24]1[CH2:25][CH2:26][CH2:27][NH:28][CH:29]1[CH2:30][CH2:31]2.[CH:34]1([CH2:35][c:36]2[cH:37][cH:38][c:39]3[c:44]([cH:45]2)[CH2:43][CH2:42][CH:41]2[CH:40]3[CH2:49][CH2:48][CH2:47][NH:46]2)[CH2:50][CH2:51][CH2:52][CH2:53][CH2:54]1.[nH:1]1[cH:2][n:3][c:4]2[c:5]1[cH:6][cH:7][c:8]([C:10](=[O:11])[OH:12])[cH:9]2>>[nH:1]1[cH:2][n:3][c:4]2[c:5]1[cH:6][cH:7][c:8]([C:10](=[O:12])[N:28]1[CH2:27][CH2:26][CH2:25][CH:24]3[c:23]4[c:22]([cH:21][c:20]([CH2:13][c:14]5[cH:15][cH:16][cH:17][cH:18][cH:19]5)[cH:33][cH:32]4)[CH2:31][CH2:30][CH:29]31)[cH:9]2. Reaction SMILES: [CH3:29][C:30](=[O:31])[OH:32].[CH3:33][OH:34].[F:1][c:2]1[cH:3][c:4]([C:19](=[O:20])[N:21]2[CH2:22][CH2:23][N:24]([CH2:27][CH3:28])[CH2:25][CH2:26]2)[cH:5][c:6]([F:18])[c:7]1[NH:8][CH2:9][c:10]1[cH:11][cH:12][c:13]([O:14][CH3:15])[cH:16][cH:17]1.[Pd:35]>>[F:1][c:2]1[cH:3][c:4]([C:19](=[O:20])[N:21]2[CH2:22][CH2:23][N:24]([CH2:27][CH3:28])[CH2:25][CH2:26]2)[cH:5][c:6]([F:18])[c:7]1[NH2:8]. Yields the product CCN1CCN(C(=O)c2cc(F)c(N)c(F)c2)CC1. Starting materials: CC(=O)O, CO, CCN1CCN(C(=O)c2cc(F)c(NCc3ccc(OC)cc3)c(F)c2)CC1, [Pd]. The reactants are O=C1CCC(=O)N1Br, C=Cc1cn(COCCOC(=O)c2ccccc2)c(=O)[nH]c1=O, COCCOC, [N-]=[N+]=[N-], [Na+], O. The product is [N-]=[N+]=NC(CBr)c1cn(COCCOC(=O)c2ccccc2)c(=O)[nH]c1=O. Reaction SMILES: [Br:1][N:2]1[C:3](=[O:4])[CH2:5][CH2:6][C:7]1=[O:8].[C:9]([c:10]1[cH:11][cH:12][cH:13][cH:14][cH:15]1)(=[O:16])[O:17][CH2:18][CH2:19][O:20][CH2:21][n:22]1[c:23](=[O:24])[nH:25][c:26](=[O:27])[c:28]([CH:30]=[CH2:31])[cH:29]1.[CH3:36][O:37][CH2:38][CH2:39][O:40][CH3:41].[N-:33]=[N+:34]=[N-:35].[Na+:32].[OH2:42]>>[Br:1][CH2:31][CH:30]([c:28]1[c:26](=[O:27])[nH:25][c:23](=[O:24])[n:22]([CH2:21][O:20][CH2:19][CH2:18][O:17][C:9]([c:10]2[cH:11][cH:12][cH:13][cH:14][cH:15]2)=[O:16])[cH:29]1)[N:33]=[N+:34]=[N-:35]. The reactants are [BH4-].[Na+] (Sodium borohydride), C(=O)C=1OC2=C(C1)C(=CC=C2OC)Br (2-formyl-4-bromo-7-methoxybenzofuran). Solvent: C(CCC)O (1-butanol). Run at time 1 hour. Yields the product BrC1=CC=C(C2=C1C=C(O2)CO)OC ((4-Bromo-7-methoxybenzofuran-2-yl)-methanol). Yield: 86.0%. RXN SMILES: [BH4-].[Na+].[CH:3]([C:5]1[O:6][C:7]2[C:13]([O:14][CH3:15])=[CH:12][CH:11]=[C:10]([Br:16])[C:8]=2[CH:9]=1)=[O:4]>C(O)CCC>[Br:16][C:10]1[C:8]2[CH:9]=[C:5]([CH2:3][OH:4])[O:6][C:7]=2[C:13]([O:14][CH3:15])=[CH:12][CH:11]=1 |f:0.1|. Procedure: Sodium borohydride (1.12 g) was added portionwise to a stirred solution of 2-formyl-4-bromo-7-methoxybenzofuran (30 g) in 1-butanol (150 ml) at ambient temperature. After stirring for 1 h the reaction was quenched by the addition of 2M hydrochloric acid (100 ml) and stirred overnight. The mixture was separated and the organic phase washed with water (200 ml). The combined aqueous phases were extracted with tert-butyl methyl ether (100 ml). The organic phases were combined and concentrated in vac...